describe an organic reaction: reactants, conditions, products, and yield From a dataset of the Open Reaction Database (ORD), a public repository of structured organic reaction records. Starting materials: O=C(Cl)Oc1ccc([N+](=O)[O-])cc1, NC(Cc1ccccc1)(c1cc(F)cc(OC(F)(F)C(F)F)c1)c1ccc(Cl)cn1, ClCCl, [K+], [K+], O=C([O-])[O-]. Yields the product O=C(NC(Cc1ccccc1)(c1cc(F)cc(OC(F)(F)C(F)F)c1)c1ccc(Cl)cn1)Oc1ccc([N+](=O)[O-])cc1. As a reaction SMILES: [C:31]([O:32][c:33]1[cH:34][cH:35][c:36]([N+:39](=[O:40])[O-:41])[cH:37][cH:38]1)(=[O:42])[Cl:43].[Cl:1][c:2]1[cH:3][cH:4][c:5]([C:8]([CH2:9][c:10]2[cH:11][cH:12][cH:13][cH:14][cH:15]2)([NH2:16])[c:17]2[cH:18][c:19]([F:30])[cH:20][c:21]([O:23][C:24]([CH:25]([F:26])[F:27])([F:28])[F:29])[cH:22]2)[n:6][cH:7]1.[Cl:50][CH2:51][Cl:52].[K+:44].[K+:45].[O-:46][C:47]([O-:48])=[O:49]>>[Cl:1][c:2]1[cH:3][cH:4][c:5]([C:8]([CH2:9][c:10]2[cH:11][cH:12][cH:13][cH:14][cH:15]2)([NH:16][C:31]([O:32][c:33]2[cH:34][cH:35][c:36]([N+:39](=[O:40])[O-:41])[cH:37][cH:38]2)=[O:42])[c:17]2[cH:18][c:19]([F:30])[cH:20][c:21]([O:23][C:24]([CH:25]([F:26])[F:27])([F:28])[F:29])[cH:22]2)[n:6][cH:7]1. Starting materials: FC(F)(F)Oc1ccc(Br)cc1, COc1ccc(N2CCN(c3c(C)c(C)c4c(c3C)C(=O)C(C)(C)O4)CC2)cc1, CCCCCC. Product: COc1ccc(N2CCN(c3c(C)c(C)c4c(c3C)C(O)(c3ccc(OC(F)(F)F)cc3)C(C)(C)O4)CC2)cc1. RXN SMILES: [Br:1][c:2]1[cH:3][cH:4][c:5]([O:8][C:9]([F:10])([F:11])[F:12])[cH:6][cH:7]1.[CH3:13][O:14][c:15]1[cH:16][cH:17][c:18]([N:21]2[CH2:22][CH2:23][N:24]([c:27]3[c:28]([CH3:41])[c:29]([CH3:40])[c:30]4[c:31]([c:38]3[CH3:39])[C:32](=[O:37])[C:33]([CH3:35])([CH3:36])[O:34]4)[CH2:25][CH2:26]2)[cH:19][cH:20]1.[CH3:42][CH2:43][CH2:44][CH2:45][CH2:46][CH3:47]>>[c:2]1([C:32]2([OH:37])[c:31]3[c:30]([c:29]([CH3:40])[c:28]([CH3:41])[c:27]([N:24]4[CH2:23][CH2:22][N:21]([c:18]5[cH:17][cH:16][c:15]([O:14][CH3:13])[cH:20][cH:19]5)[CH2:26][CH2:25]4)[c:38]3[CH3:39])[O:34][C:33]2([CH3:35])[CH3:36])[cH:3][cH:4][c:5]([O:8][C:9]([F:10])([F:11])[F:12])[cH:6][cH:7]1.